Dataset: the Open Reaction Database (ORD), a public repository of structured organic reaction records. Task: describe an organic reaction: reactants, conditions, products, and yield Reactants: BrC1=CC=C2C3(C(NC2=C1)=O)CCC(CC3)OCCN3CCOCC3 (6′-bromo-4-(2-morpholinoethoxy)spiro[cyclohexane-1,3′-indolin]-2′-one), C1(CC1)NC(C1=CC(=C(C=C1)C)B1OC(C(O1)(C)C)(C)C)=O (N-cyclopropyl-4-methyl-3-(4,4,5,5-tetramethyl-1,3,2-dioxaborolan-2-yl)benzamide). The product is C1(CC1)NC(C1=CC(=C(C=C1)C)C1=CC=C2C3(C(NC2=C1)=O)CCC(CC3)OCCN3CCOCC3)=O (N-cyclopropyl-4-methyl-3-(4-(2-morpholinoethoxy)-2′-oxospiro[cyclohexane-1,3′-indoline]-6′-yl)benzamide). RXN SMILES: Br[C:2]1[CH:10]=[C:9]2[C:5]([C:6]3([CH2:16][CH2:15][CH:14]([O:17][CH2:18][CH2:19][N:20]4[CH2:25][CH2:24][O:23][CH2:22][CH2:21]4)[CH2:13][CH2:12]3)[C:7](=[O:11])[NH:8]2)=[CH:4][CH:3]=1.[CH:26]1([NH:29][C:30](=[O:47])[C:31]2[CH:36]=[CH:35][C:34]([CH3:37])=[C:33](B3OC(C)(C)C(C)(C)O3)[CH:32]=2)[CH2:28][CH2:27]1>>[CH:26]1([NH:29][C:30](=[O:47])[C:31]2[CH:36]=[CH:35][C:34]([CH3:37])=[C:33]([C:2]3[CH:10]=[C:9]4[C:5]([C:6]5([CH2:12][CH2:13][CH:14]([O:17][CH2:18][CH2:19][N:20]6[CH2:21][CH2:22][O:23][CH2:24][CH2:25]6)[CH2:15][CH2:16]5)[C:7](=[O:11])[NH:8]4)=[CH:4][CH:3]=3)[CH:32]=2)[CH2:27][CH2:28]1. Reported procedure: Obtained as a white solid (81%) as a single isomer (exact isomeric form not determined) from 6′-bromo-4-(2-morpholinoethoxy)spiro[cyclohexane-1,3′-indolin]-2′-one (preparation 27) and N-cyclopropyl-4-methyl-3-(4,4,5,5-tetramethyl-1,3,2-dioxaborolan-2-yl)benzamide (preparation 40) following the experimental procedure as described in preparation 38 followed by purification by flash chromatography (98:2 to 20:1 dichloromethane/methanol).